From a dataset of the Open Reaction Database (ORD), a public repository of structured organic reaction records. describe an organic reaction: reactants, conditions, products, and yield Reactants: FC(OC1=C(C=C(C=O)C=C1)O)F (4-(difluoromethoxy)-3-hydroxybenzaldehyde), C(=O)([O-])[O-].[K+].[K+] (K2CO3), CS(=O)C (dimethylsulphoxide), BrCC1CC1 (bromomethyl cyclopropane), CS(=O)C (DMSO). Run in C1(=CC=CC=C1)C (toluene). Reaction conditions: temperature 70 celsius, time 1 hour. The product is C1(CC1)COC=1C=C(C=O)C=CC1OC(F)F (3-(cyclopropylmethoxy)-4-(difluoromethoxy)-benzaldehyde). The yield is 98.9%. Reaction SMILES: [F:1][CH:2]([F:13])[O:3][C:4]1[CH:11]=[CH:10][C:7]([CH:8]=[O:9])=[CH:6][C:5]=1[OH:12].C([O-])([O-])=O.[K+].[K+].CS(C)=O.Br[CH2:25][CH:26]1[CH2:28][CH2:27]1>C1(C)C=CC=CC=1>[CH:26]1([CH2:25][O:12][C:5]2[CH:6]=[C:7]([CH:10]=[CH:11][C:4]=2[O:3][CH:2]([F:13])[F:1])[CH:8]=[O:9])[CH2:28][CH2:27]1 |f:1.2.3|. Procedure details: 55 g of 4-(difluoromethoxy)-3-hydroxybenzaldehyde, 42.42 g of K2CO3 (1.05 eq), 4.86 g of KI (0.1 eq) and 220 mL of dimethylsulphoxide (DMSO) were loaded in a reactor. The mixture was heated at 70° C. and kept for 1 h. A mixture previously prepared of 42.65 g of bromomethyl cyclopropane (1.08 eq) and 110 mL of DMSO was added for 1 hour. The reaction was kept for 3 h at 70° C., and then cooled at room temperature. Once the temperature was reached, 375 mL of toluene was added. The suspension was fi... Reactants: CN1C(C(C(CC1)C)(CCN)C)C (1,2,3,4-tetramethyl-3-piperidineethanamine), C1(CCCC1)=O (cyclopentanone), [H][H] (hydrogen). The reagents and catalysts are [Pd] (palladium on carbon). Solvent: C(C)O (ethanol). Yields the product C1(CCCC1)NCCC1(C(N(CCC1C)C)C)C (N-cyclopentyl-1,2,3,4-tetramethyl-3-piperidineethanamine). Isolated yield 92.6%. RXN SMILES: [CH3:1][N:2]1[CH2:7][CH2:6][CH:5]([CH3:8])[C:4]([CH3:12])([CH2:9][CH2:10][NH2:11])[CH:3]1[CH3:13].[C:14]1(=O)[CH2:18][CH2:17][CH2:16][CH2:15]1.[H][H]>[Pd].C(O)C>[CH:14]1([NH:11][CH2:10][CH2:9][C:4]2([CH3:12])[CH:5]([CH3:8])[CH2:6][CH2:7][N:2]([CH3:1])[CH:3]2[CH3:13])[CH2:18][CH2:17][CH2:16][CH2:15]1. Procedure: A mixture of 1,2,3,4-tetramethyl-3-piperidineethanamine (2.0 g, 10.7 mmol), ethanol (50 mL), cyclopentanone (950 μL, 10.7 mmol) and 10% palladium on carbon (1.0 g) was placed on a Parr hydrogenator under 50 psi of hydrogen pressure for four hours. The reaction mixture was filtered to remove the catalyst and the solvent was removed in vacuo to afford 2.5 g (93%) of N-cyclopentyl-1,2,3,4-tetramethyl-3-piperidineethanamine as a yellow oil. The product was dissolved in ether/ethanol and treated with... Starting materials: [BH4-], CO, COc1cc(C=O)ccc1Oc1ccc(C(N)=O)cn1, [Na+], Cc1ccc(CCN)cc1. Product: COc1cc(CNCCc2ccc(C)cc2)ccc1Oc1ccc(C(N)=O)cn1. Reaction SMILES: [BH4-:31].[CH3:33][OH:34].[CH:1](=[O:2])[c:3]1[cH:4][c:5]([O:19][CH3:20])[c:6]([O:7][c:8]2[n:9][cH:10][c:11]([C:12](=[O:13])[NH2:14])[cH:15][cH:16]2)[cH:17][cH:18]1.[Na+:32].[c:21]1([CH3:30])[cH:22][cH:23][c:24]([CH2:27][CH2:28][NH2:29])[cH:25][cH:26]1>>[CH2:1]([c:3]1[cH:4][c:5]([O:19][CH3:20])[c:6]([O:7][c:8]2[n:9][cH:10][c:11]([C:12](=[O:13])[NH2:14])[cH:15][cH:16]2)[cH:17][cH:18]1)[NH:29][CH2:28][CH2:27][c:24]1[cH:23][cH:22][c:21]([CH3:30])[cH:26][cH:25]1. The reactants are CC(=O)c1csc(-c2ccc(Br)cc2)c1O, NNC(=O)c1ccc(C(=O)NCc2ccncc2)s1. Product: CC(=NNC(=O)c1ccc(C(=O)NCc2ccncc2)s1)c1csc(-c2ccc(Br)cc2)c1O. RXN SMILES: [Br:1][c:2]1[cH:3][cH:4][c:5](-[c:8]2[s:9][cH:10][c:11]([C:14](=[O:15])[CH3:16])[c:12]2[OH:13])[cH:6][cH:7]1.[cH:17]1[cH:18][c:19]([CH2:23][NH:24][C:25](=[O:26])[c:27]2[s:28][c:29]([C:32](=[O:33])[NH:34][NH2:35])[cH:30][cH:31]2)[cH:20][cH:21][n:22]1>>[Br:1][c:2]1[cH:3][cH:4][c:5](-[c:8]2[s:9][cH:10][c:11]([C:14]([CH3:16])=[N:35][NH:34][C:32]([c:29]3[s:28][c:27]([C:25]([NH:24][CH2:23][c:19]4[cH:18][cH:17][n:22][cH:21][cH:20]4)=[O:26])[cH:31][cH:30]3)=[O:33])[c:12]2[OH:13])[cH:6][cH:7]1. Reactants: CC(=O)OCCOc1ccc([N+](=O)[O-])c(C(F)(F)F)c1, C, CCOC(C)=O, [H][H], [Pd]. Yields the product CC(=O)OCCOc1ccc(N)c(C(F)(F)F)c1. As a reaction SMILES: [C:1]([CH3:2])(=[O:3])[O:4][CH2:5][CH2:6][O:7][c:8]1[cH:9][c:10]([C:17]([F:18])([F:19])[F:20])[c:11]([N+:14]([O-:15])=[O:16])[cH:12][cH:13]1.[C:23].[CH3:25][CH2:26][O:27][C:28](=[O:29])[CH3:30].[H:21][H:22].[Pd:24]>>[C:1]([CH3:2])(=[O:3])[O:4][CH2:5][CH2:6][O:7][c:8]1[cH:9][c:10]([C:17]([F:18])([F:19])[F:20])[c:11]([NH2:14])[cH:12][cH:13]1. Reactants: O=S(=O)(Cl)c1ccc(Br)c(Cl)c1, ClCCl, Cl, CN(C)C=O, c1ccc(P(c2ccccc2)c2ccccc2)cc1. Yields the product Sc1ccc(Br)c(Cl)c1. RXN SMILES: [Br:1][c:2]1[c:3]([Cl:12])[cH:4][c:5]([S:8]([Cl:9])(=[O:10])=[O:11])[cH:6][cH:7]1.[Cl:38][CH2:39][Cl:40].[ClH:37].[O:13]=[CH:14][N:15]([CH3:16])[CH3:17].[c:18]1([P:19]([c:20]2[cH:21][cH:22][cH:23][cH:24][cH:25]2)[c:26]2[cH:27][cH:28][cH:29][cH:30][cH:31]2)[cH:32][cH:33][cH:34][cH:35][cH:36]1>>[Br:1][c:2]1[c:3]([Cl:12])[cH:4][c:5]([SH:8])[cH:6][cH:7]1.